From a dataset of the Open Reaction Database (ORD), a public repository of structured organic reaction records. describe an organic reaction: reactants, conditions, products, and yield Starting materials: N(=O)[O-].[Na+] (sodium nitrite), [OH-].[NH4+] (ammonium hydroxide), Cl (hydrochloric acid), Cl (hydrochloric acid), NC=1C(=NC=CC1NCC1=C(C=CC=C1F)F)Cl (3-Amino-2-chloro-4-[(2,6-difluorobenzyl) amino]pyridine). Run in C(C)O (ethanol). Run at temperature 5 celsius, time 35 minute. Product: ClC1=NC=CC2=C1N=NN2CC2=C(C=CC=C2F)F (4-chloro-1-(2,6-difluorobenzyl)-1H-1,2,3- triazolo[4,5-c]pyridine). As a reaction SMILES: Cl.[NH2:2][C:3]1[C:4]([Cl:19])=[N:5][CH:6]=[CH:7][C:8]=1[NH:9][CH2:10][C:11]1[C:16]([F:17])=[CH:15][CH:14]=[CH:13][C:12]=1[F:18].[N:20]([O-])=O.[Na+].[OH-].[NH4+]>C(O)C>[Cl:19][C:4]1[C:3]2[N:2]=[N:20][N:9]([CH2:10][C:11]3[C:12]([F:18])=[CH:13][CH:14]=[CH:15][C:16]=3[F:17])[C:8]=2[CH:7]=[CH:6][N:5]=1 |f:2.3,4.5|. Reported procedure: A 3-L flask equipped with a thermometer and mechanical stirrer was charged with concentrated hydrochloric acid (140 mL), 1N hydrochloric acid (380 mL) and absolute ethanol (1.10L) and cooled to 5° C. in an ice bath. 3-Amino-2-chloro-4-[(2,6-difluorobenzyl) amino]pyridine(40 g, 0.15mol)(from example 1B) was added followed by the addition of sodium nitrite(13.3 g, 0.19 mol). The solution was stirred for 35 minutes at 5° C., ammonium hydroxide was added to pH9, and the solution extracted with chlor...